From a dataset of the Open Reaction Database (ORD), a public repository of structured organic reaction records. describe an organic reaction: reactants, conditions, products, and yield Reactants: BrC(Br)(Br)Br, ClCCl, CC(=O)N1CCC(CCO)CC1, c1ccc(P(c2ccccc2)c2ccccc2)cc1, c1c[nH]cn1. Yields the product CC(=O)N1CCC(CCBr)CC1. RXN SMILES: [C:13]([Br:14])([Br:15])([Br:16])[Br:17].[Cl:42][CH2:43][Cl:44].[OH:1][CH2:2][CH2:3][CH:4]1[CH2:5][CH2:6][N:7]([C:10]([CH3:11])=[O:12])[CH2:8][CH2:9]1.[c:18]1([P:19]([c:20]2[cH:21][cH:22][cH:23][cH:24][cH:25]2)[c:26]2[cH:27][cH:28][cH:29][cH:30][cH:31]2)[cH:32][cH:33][cH:34][cH:35][cH:36]1.[nH:37]1[cH:38][cH:39][n:40][cH:41]1>>[CH2:2]([CH2:3][CH:4]1[CH2:5][CH2:6][N:7]([C:10]([CH3:11])=[O:12])[CH2:8][CH2:9]1)[Br:14].